From a dataset of the Open Reaction Database (ORD), a public repository of structured organic reaction records. describe an organic reaction: reactants, conditions, products, and yield Reactants: [S] (sulfur), [F-].[K+] (KF), C1CCCS1(=O)=O (tetramethylene sulfone), FC(C(=C(F)F)F)(F)F (hexafluoropropene), FC(C(=C(F)F)F)(F)F (hexafluoropropene), [S] (sulfur). Solvent: C(=O)=O.CC(=O)C (dry-ice acetone). Product: FC(C(=S)C(F)(F)F)(F)F (hexafluorothioacetone). RXN SMILES: [S].[F-:2].[K+].C1[S:8](=O)(=O)CCC1.[F:11][C:12]([F:19])([F:18])[C:13](F)=[C:14]([F:16])[F:15]>C(=O)=O.CC(C)=O>[F:2][C:14]([F:16])([F:15])[C:13]([C:12]([F:19])([F:18])[F:11])=[S:8] |f:1.2,5.6,^3:0|. Procedure: Into a 500 mL flask as described in Example II was charged 32 g (1.0 mole) sulfur, 22 g (0.38 mole) of anhydrous KF and 200 mL tetramethylene sulfone. The mixture was heated to 45°-65° C. and 60 g (0.40 mole) of hexafluoropropene was fed to the reaction mixture over a 3 hour period. There was recovered 60 g (0.40 mole) of unreacted hexafluoropropene in the dry-ice-acetone trap indicating that no reaction with sulfur had taken place. No hexafluorothioacetone dimer was isolated from the reaction m... Starting materials: [H-].[Na+] (NaH), ClC1=C2C(=NC(=C1)C)NC=C2I (4-chloro-3-iodo-6-methyl-1H-pyrrolo[2,3-b]pyridine), CI (methyl iodide). The solvent is C1CCOC1 (THF). Conditions: temperature 0 celsius, time 30 minute. Yields the product ClC1=C2C(=NC(=C1)C)N(C=C2I)C (4-chloro-3-iodo-1,6-dimethyl-1H-pyrrolo[2,3-b]pyridine). As a reaction SMILES: [Cl:1][C:2]1[CH:7]=[C:6]([CH3:8])[N:5]=[C:4]2[NH:9][CH:10]=[C:11]([I:12])[C:3]=12.[H-].[Na+].[CH3:15]I>C1COCC1>[Cl:1][C:2]1[CH:7]=[C:6]([CH3:8])[N:5]=[C:4]2[N:9]([CH3:15])[CH:10]=[C:11]([I:12])[C:3]=12 |f:1.2|. Procedure details: In a round bottom flask under N2 gas, 4-chloro-3-iodo-6-methyl-1H-pyrrolo[2,3-b]pyridine (D12) (1.48 g, 5.06 mmol) was dissolved in THF (25 mL) and cooled to 0° C. To this was added NaH (0.405 g, 10.12 mmol) portion wise. After 30 minutes of stirring, methyl iodide (0.633 mL, 10.12 mmol) was added and the reaction mixture was stirred at 0° C. for 30 mins and at RT for 1 hour.